This data is from the Open Reaction Database (ORD), a public repository of structured organic reaction records. The task is: describe an organic reaction: reactants, conditions, products, and yield Starting materials: C(C)OC(=O)C=1C=NC2=C(C=CC=C2C1Cl)[N+](=O)[O-] (8-nitro-4-chloro-quinoline-3-carboxylic acid ethyl ester), C(C1=CC=2OCOC2C=C1)N (piperonylamine). Product: C(C)OC(=O)C=1C=NC2=C(C=CC=C2C1NCC1=CC2=C(OCO2)C=C1)N (8-Amino-4-[(benzo[1,3]dioxol-5-ylmethyl)-amino]-quinoline-3-carboxylic acid ethyl ester). Yield: 91.0%. Reaction SMILES: [CH2:1]([O:3][C:4]([C:6]1[CH:7]=[N:8][C:9]2[C:14]([C:15]=1Cl)=[CH:13][CH:12]=[CH:11][C:10]=2[N+:17]([O-])=O)=[O:5])[CH3:2].[CH2:20]([NH2:30])[C:21]1[CH:29]=[CH:28][C:27]2[O:26][CH2:25][O:24][C:23]=2[CH:22]=1>>[CH2:1]([O:3][C:4]([C:6]1[CH:7]=[N:8][C:9]2[C:14]([C:15]=1[NH:30][CH2:20][C:21]1[CH:29]=[CH:28][C:27]3[O:26][CH2:25][O:24][C:23]=3[CH:22]=1)=[CH:13][CH:12]=[CH:11][C:10]=2[NH2:17])=[O:5])[CH3:2]. Procedure details: The compound prepared in Example 3 was reacted with piperonylamine according to the method as described in Example 4 and the obtained compound was treated as described in Example 14 to prepare the title compound (yield 91%). The reactants are COCCOc1ccc(N(C(=O)OC(C)(C)C)c2c(CCO[Si](C)(C)C(C)(C)C)c(Cl)nc3ccnn23)cc1, CC#N, CC(C)(C)OC(=O)N1CCCC(N)C1. Product: COCCOc1ccc(N(C(=O)OC(C)(C)C)c2c(CCO[Si](C)(C)C(C)(C)C)c(NC3CCCN(C(=O)OC(C)(C)C)C3)nc3ccnn23)cc1. RXN SMILES: [C:1]([CH3:2])([CH3:3])([CH3:4])[Si:5]([O:6][CH2:7][CH2:8][c:9]1[c:10]([Cl:37])[n:11][c:12]2[n:13]([c:14]1[N:15]([C:16]([O:17][C:18]([CH3:19])([CH3:20])[CH3:21])=[O:22])[c:23]1[cH:24][cH:25][c:26]([O:29][CH2:30][CH2:31][O:32][CH3:33])[cH:27][cH:28]1)[n:34][cH:35][cH:36]2)([CH3:38])[CH3:39].[CH3:54][C:55]#[N:56].[NH2:40][CH:41]1[CH2:42][N:43]([C:47](=[O:48])[O:49][C:50]([CH3:51])([CH3:52])[CH3:53])[CH2:44][CH2:45][CH2:46]1>>[C:1]([CH3:2])([CH3:3])([CH3:4])[Si:5]([O:6][CH2:7][CH2:8][c:9]1[c:10]([NH:40][CH:41]2[CH2:42][N:43]([C:47](=[O:48])[O:49][C:50]([CH3:51])([CH3:52])[CH3:53])[CH2:44][CH2:45][CH2:46]2)[n:11][c:12]2[n:13]([c:14]1[N:15]([C:16]([O:17][C:18]([CH3:19])([CH3:20])[CH3:21])=[O:22])[c:23]1[cH:24][cH:25][c:26]([O:29][CH2:30][CH2:31][O:32][CH3:33])[cH:27][cH:28]1)[n:34][cH:35][cH:36]2)([CH3:38])[CH3:39].